This data is from the Open Reaction Database (ORD), a public repository of structured organic reaction records. The task is: describe an organic reaction: reactants, conditions, products, and yield The reactants are P(O)(O)(O)=O (phosphoric acid), O (H2O), P(O)(O)(O)=O (phosphoric acid), NbOPO4, [O-2].[Nb+5].[O-2].[O-2].[O-2].[O-2].[Nb+5] (niobium oxide). Product: P(=O)([O-])([O-])[O-].[Nb+5].P(=O)([O-])([O-])[O-].P(=O)([O-])([O-])[O-].P(=O)([O-])([O-])[O-].P(=O)([O-])([O-])[O-].[Nb+5].[Nb+5] (Niobium Phosphate). Reaction SMILES: O.[P:2](=[O:6])([OH:5])([OH:4])[OH:3].[O-2].[Nb+5:8].[O-2].[O-2].[O-2].[O-2].[Nb+5]>>[P:2]([O-:6])([O-:5])([O-:4])=[O:3].[Nb+5:8].[P:2]([O-:6])([O-:5])([O-:4])=[O:3].[P:2]([O-:6])([O-:5])([O-:4])=[O:3].[P:2]([O-:6])([O-:5])([O-:4])=[O:3].[P:2]([O-:6])([O-:5])([O-:4])=[O:3].[Nb+5:8].[Nb+5:8] |f:2.3.4.5.6.7.8,9.10.11.12.13.14.15.16|. Procedure: Niobic acid, Nb2O5 ×H2O (60.33 g; 0.211 mole) is stirred in 85 percent phosphoric acid (602.20 g; 5.22 moles) at 150° C. The niobium oxide dissolves to form a pink solution, and upon further heating a precipitate forms. The precipitate is boiled in the phosphoric acid solution for about 2 hours with stirring. The mixture is cooled to room temperature, and the liquid is decanted from the precipitate. Water (500 ml) is added to the precipitate with stirring, and the precipitate is filtered. The wa... Product: CN(Cc1cn(C)c2ccccc12)C(=O)C=Cc1cnc2c(c1)CN(C(=O)OCc1ccccc1)CC(=O)N2. As a reaction SMILES: [CH2:31]([c:32]1[cH:33][cH:34][cH:35][cH:36][cH:37]1)[O:38][C:39](=[O:40])[N:41]1[CH2:42][C:43](=[O:57])[NH:44][c:45]2[c:46]([cH:48][c:49]([CH:52]=[CH:53][C:54](=[O:55])[OH:56])[cH:50][n:51]2)[CH2:47]1.[CH3:14][NH:15][CH2:16][c:17]1[cH:18][cH:19][c:20]2[c:21]([cH:22][cH:23][cH:24][cH:25]2)[c:26]1[CH2:27][CH2:28][CH3:29].[CH3:1][NH:2][CH2:3][c:4]1[cH:5][n:6]([CH3:13])[c:7]2[cH:8][cH:9][cH:10][cH:11][c:12]12.[CH3:59][N:60]1[CH2:61][c:62]2[cH:63][c:64]([CH:65]=[CH:66][C:67]([OH:68])=[O:69])[cH:70][n:71][c:72]2[NH:73][C:74](=[O:75])[CH2:76]1.[ClH:30].[ClH:58]>>[CH3:1][N:2]([CH2:3][c:4]1[cH:5][n:6]([CH3:13])[c:7]2[cH:8][cH:9][cH:10][cH:11][c:12]12)[C:54]([CH:53]=[CH:52][c:49]1[cH:48][c:46]2[c:45]([n:51][cH:50]1)[NH:44][C:43](=[O:57])[CH2:42][N:41]([C:39]([O:38][CH2:31][c:32]1[cH:33][cH:34][cH:35][cH:36][cH:37]1)=[O:40])[CH2:47]2)=[O:56]. Reactants: O=C(O)C=Cc1cnc2c(c1)CN(C(=O)OCc1ccccc1)CC(=O)N2, CCCc1c(CNC)ccc2ccccc12, CNCc1cn(C)c2ccccc12, CN1CC(=O)Nc2ncc(C=CC(=O)O)cc2C1, Cl, Cl. As a reaction SMILES: [O:10]=[c:11]1[s:12][cH:13][c:14]([CH2:16][C:17](=[O:18])[O:19][CH2:20][CH3:21])[nH:15]1.[O:4]1[CH2:5][CH2:6][O:7][CH2:8][CH2:9]1.[OH2:22].[Se:1](=[O:2])=[O:3]>>[O:4]=[C:16]([c:14]1[cH:13][s:12][c:11](=[O:10])[nH:15]1)[C:17](=[O:18])[O:19][CH2:20][CH3:21]. The product is CCOC(=O)C(=O)c1csc(=O)[nH]1. The reactants are CCOC(=O)Cc1csc(=O)[nH]1, C1COCCO1, O, O=[Se]=O. Starting materials: CN(C)C(=O)C(Br)c1nc2cc(Cl)ccc2c(=O)[nH]1, CC(C)(C)OC(=O)NCCCN, CCOC(C)=O, CN(C)C=O, O. Product: CN(C)C(=O)C(NCCCNC(=O)OC(C)(C)C)c1nc2cc(Cl)ccc2c(=O)[nH]1. As a reaction SMILES: [Br:1][CH:2]([C:3](=[O:4])[N:5]([CH3:6])[CH3:7])[c:8]1[n:9][c:10]2[cH:11][c:12]([Cl:19])[cH:13][cH:14][c:15]2[c:16](=[O:18])[nH:17]1.[C:20](=[O:21])([O:22][C:23]([CH3:24])([CH3:25])[CH3:26])[NH:27][CH2:28][CH2:29][CH2:30][NH2:31].[CH3:33][CH2:34][O:35][C:36](=[O:37])[CH3:38].[CH3:39][N:40]([CH3:41])[CH:42]=[O:43].[OH2:32]>>[CH:2]([C:3](=[O:4])[N:5]([CH3:6])[CH3:7])([c:8]1[n:9][c:10]2[cH:11][c:12]([Cl:19])[cH:13][cH:14][c:15]2[c:16](=[O:18])[nH:17]1)[NH:31][CH2:30][CH2:29][CH2:28][NH:27][C:20](=[O:21])[O:22][C:23]([CH3:24])([CH3:25])[CH3:26]. The reactants are N1N=CN=C1 (1,2,4-triazole), diethyl acetal, C(C1=CC=CC=C1)=O (benzaldehyde), C(C)(=O)Cl (acetyl chloride). The reagents and catalysts are [Cu] (copper bronze). The product is N1(N=CN=C1)C1=C(COCC)C=CC=C1 (Ethyl 2-(1,2,4-triazol-1-yl)-benzyl ether). As a reaction SMILES: [CH:1](=[O:8])[C:2]1[CH:7]=[CH:6][CH:5]=[CH:4][CH:3]=1.[C:9](Cl)(=O)[CH3:10].[NH:13]1[CH:17]=[N:16][CH:15]=[N:14]1>[Cu]>[N:13]1([C:3]2[CH:4]=[CH:5][CH:6]=[CH:7][C:2]=2[CH2:1][O:8][CH2:9][CH3:10])[CH:17]=[N:16][CH:15]=[N:14]1. Procedure details: The diethyl acetal of benzaldehyde (3.6 g) and acetyl chloride (2.5 g) were reacted in the presence of a trace of copper bronze. The product was reacted with 1,2,4-triazole (2.8 g) to give the title compound as a viscous oil which GLC showed to be about 95% pure. Analysis: Starting materials: O.NN (hydrazine hydrate), ClC1=CC=C(C=C1)NC(SC)=C(C#N)C#N (2-(((4-chlorophenyl)amino)(methylthio)methylene)malononitrile), ice water. Run in CCO (EtOH). Yields the product NC1=C(C(=NN1)NC1=CC=C(C=C1)Cl)C#N (5-amino-3-((4-chlorophenyl)amino)-1H-pyrazole-4-carbonitrile). As a reaction SMILES: [Cl:1][C:2]1[CH:7]=[CH:6][C:5]([NH:8][C:9](=[C:12]([C:15]#[N:16])[C:13]#[N:14])SC)=[CH:4][CH:3]=1.O.[NH2:18][NH2:19]>CCO>[NH2:14][C:13]1[NH:19][N:18]=[C:9]([NH:8][C:5]2[CH:6]=[CH:7][C:2]([Cl:1])=[CH:3][CH:4]=2)[C:12]=1[C:15]#[N:16] |f:1.2|. Procedure: Dissolved 2-(((4-chlorophenyl)amino)(methylthio)methylene)malononitrile in EtOH (100 mL) and added hydrazine hydrate (1 eq), then heated to reflux until complete by TLC (absence of starting material, 18 hrs). Poured into ice water and filtered to obtain 5-amino-3-((4-chlorophenyl)amino)-1H-pyrazole-4-carbonitrile as a yellow powder. Starting materials: CC1(C2C3C4C=CC(C3C(C1)C2)C4)C(=O)OC (8-methyl-8-methoxycarbonyltetracyclo[4.4.0.12,5.17,10]dodec-3-ene), aqueous solution, Cl (hydrochloric acid), aqueous solution, [OH-].[K+] (potassium hydroxide), [H-].[Al+3].[Li+].[H-].[H-].[H-] (lithium aluminum hydride). The solvent is O1CCCC1 (tetrahydrofuran), O1CCCC1 (tetrahydrofuran). Reaction conditions: temperature 0 celsius. The product is CC1(C2C3C4C=CC(C3C(C1)C2)C4)CO (8-methyl-8-hydroxymethyltetracyclo[4.4.0.12,5.17,10]dodec-3-ene). Yield: 82.4%. RXN SMILES: [H-].[Al+3].[Li+].[H-].[H-].[H-].[CH3:7][C:8]1([C:20](OC)=[O:21])[CH2:17][CH:16]2[CH2:18][CH:9]1[CH:10]1[CH:15]2[CH:14]2[CH2:19][CH:11]1[CH:12]=[CH:13]2.[OH-].[K+].Cl>O1CCCC1>[CH3:7][C:8]1([CH2:20][OH:21])[CH2:17][CH:16]2[CH2:18][CH:9]1[CH:10]1[CH:15]2[CH:14]2[CH2:19][CH:11]1[CH:12]=[CH:13]2 |f:0.1.2.3.4.5,7.8|. Procedure: 37.6 g of lithium aluminum hydride and 800 ml of tetrahydrofuran were added to a flask and maintained at 0° C. in a nitrogen atmosphere. Then, 200 g of 8-methyl-8-methoxycarbonyltetracyclo[4.4.0.12,5.17,10]dodec-3-ene dissolved in 200 ml of tetrahydrofuran was added from a dripping funnel over one hour, followed by a reaction for 2.5 hours at 70° C. The reaction solution was allowed to cool to room temperature and a 10% aqueous solution of potassium hydroxide was added gradually, followed by fur...